From a dataset of the Open Reaction Database (ORD), a public repository of structured organic reaction records. describe an organic reaction: reactants, conditions, products, and yield The reactants are C(=O)(O)[O-].[Na+] (NaHCO3), COC1=C(OC(C2=C(C=CC=C2)Cl)C2CNCCO2)C=CC=C1 (2-[α-(2-methoxy-phenoxy)-2-chloro-benzyl]-morpholine), [BH4-].[Na+] (NaBH4), C(C)(=O)O (acetic acid), [BH4-].[Na+] (NaBH4). Run in O (water), CC(=O)C (acetone), O (water), CC(=O)C (acetone). Reaction conditions: temperature 0 celsius, time 30 hour. Product: C(C)(C)N1CC(OCC1)C(C1=C(C=CC=C1)Cl)OC1=C(C=CC=C1)OC (4-isopropyl-2-[α-(2-methoxy-phenoxy)-2-chloro-benzyl]-morpholine). Isolated yield 82.3%. Reaction SMILES: [CH3:1][O:2][C:3]1[CH:23]=[CH:22][CH:21]=[CH:20][C:4]=1[O:5][CH:6]([CH:14]1[O:19][CH2:18][CH2:17][NH:16][CH2:15]1)[C:7]1[CH:12]=[CH:11][CH:10]=[CH:9][C:8]=1[Cl:13].[BH4-].[Na+].[C:26]([O-])(O)=O.[Na+].[C:31](O)(=O)[CH3:32]>CC(C)=O.O>[CH:31]([N:16]1[CH2:17][CH2:18][O:19][CH:14]([CH:6]([O:5][C:4]2[CH:20]=[CH:21][CH:22]=[CH:23][C:3]=2[O:2][CH3:1])[C:7]2[CH:12]=[CH:11][CH:10]=[CH:9][C:8]=2[Cl:13])[CH2:15]1)([CH3:32])[CH3:26] |f:1.2,3.4|. Procedure details: To a well stirred mixture of 2-[α-(2-methoxy-phenoxy)-2-chloro-benzyl]-morpholine (2 g) in glacial acetic acid (5.2 ml), acetone (12 ml) and water (8 ml), NaBH4 (6.024 g) was added over 1 hour maintaining the temperature near 0° C. Then more acetone (12 ml) and NaBH4 (3 g) were added; the temperature was allowed to rise to room temperature and after 30 hours the reaction mixture was poured into a solution of NaHCO3 in water, then extracted with diethyl ether. The ethereal extracts were washed wi... Reactants: ClC1=C2CCN(CC2=CC=C1)C(=O)C=1C=C2NC(C=3N(C2=CC1)C(=NN3)C3=CC=C(C=C3)OC)=O (7-[(5-chloro-3,4-dihydroisoquinolin-2(1H)-yl)carbonyl]-1-(4-methoxyphenyl)[1,2,4]triazolo[4,3-a]quinoxalin-4(5H)-one), B(Br)(Br)Br (boron tribromide), ice water. The solvent is ClCCl (dichloromethane), ClCCl (dichloromethane). Conditions: time 16 hour. Yields the product ClC1=C2CCN(CC2=CC=C1)C(=O)C=1C=C2NC(C=3N(C2=CC1)C(=NN3)C3=CC=C(C=C3)O)=O (7-[(5-chloro-3,4-dihydroisoquinolin-2(1H)-yl)carbonyl]-1-(4-hydroxyphenyl)[1,2,4]triazolo[4,3-a]quinoxalin-4(5H)-one). Isolated yield 4.6%. As a reaction SMILES: [Cl:1][C:2]1[CH:11]=[CH:10][CH:9]=[C:8]2[C:3]=1[CH2:4][CH2:5][N:6]([C:12]([C:14]1[CH:15]=[C:16]3[C:21](=[CH:22][CH:23]=1)[N:20]1[C:24]([C:27]4[CH:32]=[CH:31][C:30]([O:33]C)=[CH:29][CH:28]=4)=[N:25][N:26]=[C:19]1[C:18](=[O:35])[NH:17]3)=[O:13])[CH2:7]2.B(Br)(Br)Br>ClCCl>[Cl:1][C:2]1[CH:11]=[CH:10][CH:9]=[C:8]2[C:3]=1[CH2:4][CH2:5][N:6]([C:12]([C:14]1[CH:15]=[C:16]3[C:21](=[CH:22][CH:23]=1)[N:20]1[C:24]([C:27]4[CH:32]=[CH:31][C:30]([OH:33])=[CH:29][CH:28]=4)=[N:25][N:26]=[C:19]1[C:18](=[O:35])[NH:17]3)=[O:13])[CH2:7]2. Reported procedure: To a mixture of 403 mg of 7-[(5-chloro-3,4-dihydroisoquinolin-2(1H)-yl)carbonyl]-1-(4-methoxyphenyl)[1,2,4]triazolo[4,3-a]quinoxalin-4(5H)-one and 10 mL of dichloromethane was added 2.9 mL of a 1 M boron tribromide solution in dichloromethane, followed by stirring at the same temperature for 16 hours. The reaction liquid was poured into ice-water, followed by stirring for 5 minutes and extracting with chloroform. The organic layer was washed with saturated brine and dried over anhydrous sodium s...